describe an organic reaction: reactants, conditions, products, and yield From a dataset of the Open Reaction Database (ORD), a public repository of structured organic reaction records. Starting materials: C1(=CC=CC=C1)S(=O)(=O)Cl (benzenesulfonylchloride), C(=O)(OC(C)(C)C)N1CCC(CC1)CN (1-Boc-4-(aminomethyl)piperidine). Yields the product C(C)(C)(C)OC(=O)N1CCC(CC1)CNS(=O)(=O)C1=CC=CC=C1 (4-(benzenesulfonylaminomethyl)piperidine-1-carboxylic acid tert-butyl ester). RXN SMILES: [C:1]1([S:7](Cl)(=[O:9])=[O:8])[CH:6]=[CH:5][CH:4]=[CH:3][CH:2]=1.[C:11]([N:18]1[CH2:23][CH2:22][CH:21]([CH2:24][NH2:25])[CH2:20][CH2:19]1)([O:13][C:14]([CH3:17])([CH3:16])[CH3:15])=[O:12]>>[C:14]([O:13][C:11]([N:18]1[CH2:23][CH2:22][CH:21]([CH2:24][NH:25][S:7]([C:1]2[CH:6]=[CH:5][CH:4]=[CH:3][CH:2]=2)(=[O:9])=[O:8])[CH2:20][CH2:19]1)=[O:12])([CH3:17])([CH3:16])[CH3:15]. Procedure: According to Reference Example 1, benzenesulfonylchloride and 1-Boc-4-(aminomethyl)piperidine were condensed to give the title compound. Reactants: C([O-])(O)=O.[Na+] (sodium bicarbonate), Cl.OC=1C=C(CCN)C=CC1O (3,4-dihydroxyphenethylamine hydrochloride), C(C)OC(CNC=1NC2=C(N1)C=CC=C2)OCC (2-benzimidazolylaminoacetaldehyde diethyl acetal), Cl (hydrochloric acid), C(\C=C\C(=O)O)(=O)O (Fumaric acid). Solvent: O (water), C(CCC)O (n-butanol), O (water), CO (methanol). Reaction conditions: temperature 110 celsius, time 10 hour. Yields the product C(\C=C\C(=O)O)(=O)O.N1=C(NC2=C1C=CC=C2)NCC2NCCC1=CC(=C(C=C21)O)O (1-(2-benzimidazolyl)aminomethyl-6,7-dihydroxy-1,2,3,4-tetrahydroisoquinoline fumarate). The yield is 85.5%. Reaction SMILES: Cl.[OH:2][C:3]1[CH:4]=[C:5]([CH:9]=[CH:10][C:11]=1[OH:12])[CH2:6][CH2:7][NH2:8].C(O[CH:16](OCC)[CH2:17][NH:18][C:19]1[NH:20][C:21]2[CH:27]=[CH:26][CH:25]=[CH:24][C:22]=2[N:23]=1)C.Cl.C(=O)(O)[O-].[Na+].[C:37]([OH:44])(=[O:43])/[CH:38]=[CH:39]/[C:40]([OH:42])=[O:41]>C(O)CCC.O.CO>[C:37]([OH:44])(=[O:43])/[CH:38]=[CH:39]/[C:40]([OH:42])=[O:41].[N:20]1[C:21]2[CH:27]=[CH:26][CH:25]=[CH:24][C:22]=2[NH:23][C:19]=1[NH:18][CH2:17][CH:16]1[C:9]2[C:5](=[CH:4][C:3]([OH:2])=[C:11]([OH:12])[CH:10]=2)[CH2:6][CH2:7][NH:8]1 |f:0.1,4.5,10.11|. Procedure details: A solution of 3,4-dihydroxyphenethylamine hydrochloride (1.37 g.), 2-benzimidazolylaminoacetaldehyde diethyl acetal (2.0 g.) and conc. hydrochloric acid (0.8 ml.) in a mixture of n-butanol (7 ml.) and water (3 ml.) was stirred for 10 hours at 110° C. The reaction mixture was allowed to stand at ambient temperature and precipitating crystals were collected by filtration and washed with a mixture of methanol and ether to give crystals (2.92 g.). The crystals were dissolved in water and the solutio...